From a dataset of the Open Reaction Database (ORD), a public repository of structured organic reaction records. describe an organic reaction: reactants, conditions, products, and yield Starting materials: [ 6 ], ClC1=NC=NC2=CC(=CC(=C12)OC1CCOCC1)O (4-chloro-7-hydroxy-5-tetrahydropyran-4-yloxyquinazoline), OCCCN1CCCC1 (1-(3-hydroxypropyl)pyrrolidine). Yields the product ClC1=NC=NC2=CC(=CC(=C12)OC1CCOCC1)OCCCN1CCCC1 (4-chloro-7-(3-pyrrolidin-1-ylpropoxy)-5-tetrahydropyran-4-yloxyquinazoline). The yield is 79.9%. As a reaction SMILES: [Cl:1][C:2]1[C:11]2[C:6](=[CH:7][C:8]([OH:19])=[CH:9][C:10]=2[O:12][CH:13]2[CH2:18][CH2:17][O:16][CH2:15][CH2:14]2)[N:5]=[CH:4][N:3]=1.O[CH2:21][CH2:22][CH2:23][N:24]1[CH2:28][CH2:27][CH2:26][CH2:25]1>>[Cl:1][C:2]1[C:11]2[C:6](=[CH:7][C:8]([O:19][CH2:21][CH2:22][CH2:23][N:24]3[CH2:28][CH2:27][CH2:26][CH2:25]3)=[CH:9][C:10]=2[O:12][CH:13]2[CH2:14][CH2:15][O:16][CH2:17][CH2:18]2)[N:5]=[CH:4][N:3]=1. Procedure details: Using an analogous procedure to that described in Note [6] below Example 19, 4-chloro-7-hydroxy-5-tetrahydropyran-4-yloxyquinazoline (0.112 g) was reacted with 1-(3-hydroxypropyl)pyrrolidine (0.062 g) to give 4-chloro-7-(3-pyrrolidin-1-ylpropoxy)-5-tetrahydropyran-4-yloxyquinazoline (0.125 g); NMR Spectrum: (CDCl3) 1.7-1.9 (m, 4H), 1.95-2.2 (m, 6H), 2.55 (br s, 4H), 2.65 (m, 2H), 3.65-3.75 (m, 2H), 4.0-4.1 (m, 2H), 4.2 (m, 2H), 4.75 (m, 1H), 6.6 (d, 1H), 6.95 (d, 1H), 8.8 (s, 1H); Mass Spectrum:... The reactants are C(C1=CC=CC=C1)C1N(CCC(C1)N(C(C(F)(F)F)=O)CCC1=CC=CC=C1)C(C1=CC(=CC(=C1)Cl)Cl)=O (2-benzyl-1-(3,5-dichlorobenzoyl)-N-(2-phenylethyl)-N-trifluoroacetyl-4-piperidinamine), [BH4-].[Na+] (sodium borohydride). Yields the product C(C1=CC=CC=C1)[C@H]1N(CC[C@@H](C1)NCCC1=CC=CC=C1)C(C1=CC(=CC(=C1)Cl)Cl)=O ((2R*,4S*)-2-benzyl-1-(3,5-dichlorobenzoyl)-N-(2-phenylethyl)-4-piperidinamine). As a reaction SMILES: [CH2:1]([CH:8]1[CH2:13][CH:12]([N:14]([CH2:21][CH2:22][C:23]2[CH:28]=[CH:27][CH:26]=[CH:25][CH:24]=2)C(=O)C(F)(F)F)[CH2:11][CH2:10][N:9]1[C:29](=[O:38])[C:30]1[CH:35]=[C:34]([Cl:36])[CH:33]=[C:32]([Cl:37])[CH:31]=1)[C:2]1[CH:7]=[CH:6][CH:5]=[CH:4][CH:3]=1.[BH4-].[Na+]>>[CH2:1]([C@@H:8]1[CH2:13][C@@H:12]([NH:14][CH2:21][CH2:22][C:23]2[CH:28]=[CH:27][CH:26]=[CH:25][CH:24]=2)[CH2:11][CH2:10][N:9]1[C:29](=[O:38])[C:30]1[CH:31]=[C:32]([Cl:37])[CH:33]=[C:34]([Cl:36])[CH:35]=1)[C:2]1[CH:3]=[CH:4][CH:5]=[CH:6][CH:7]=1 |f:1.2|. Reported procedure: 0.130 g (0.231 mmol) of (2R*,45*)-2-benzyl-1-(3,5-dichlorobenzoyl)-N-(2-phenylethyl)-N-trifluoroacetyl-4-piperidinamine is reacted with 0.035 g (0.923 mmol) of sodium borohydride in analogy to Example 2. The title compound ##STR81## is obtained (0.101 g, 94%) as oil. TLC:methylene chloride/methanol/conc. ammonia (700:50:1) Rf =0.34, FD-MS:M+ =466, 468. The reactants are [OH-].[K+] (potassium hydroxide), FC(C(OC(C(C(F)(F)F)(OC(C(C(F)(F)F)(F)F)(F)F)F)(F)F)F)(OC1=CC=C(C(=O)OC)C=C1)F (Methyl 4-(1,1,2-trifluoro-2-(1,1,2,3,3,3-hexafluoro-2-(perfluoropropoxy)propoxy)ethoxy)benzoate), Cl (HCl). Solvent: O (Water). Product: FC(C(OC(C(C(F)(F)F)(OC(C(C(F)(F)F)(F)F)(F)F)F)(F)F)F)(OC1=CC=C(C(=O)O)C=C1)F (4-(1,1,2-trifluoro-2-(1,1,2,3,3,3-hexafluoro-2-(perfluoropropoxy)propoxy)ethoxy)benzoic acid). Reaction SMILES: [OH-].[K+].[F:3][C:4]([F:39])([O:28][C:29]1[CH:38]=[CH:37][C:32]([C:33]([O:35]C)=[O:34])=[CH:31][CH:30]=1)[CH:5]([F:27])[O:6][C:7]([F:26])([F:25])[C:8]([F:24])([O:13][C:14]([F:23])([F:22])[C:15]([F:21])([F:20])[C:16]([F:19])([F:18])[F:17])[C:9]([F:12])([F:11])[F:10].Cl>O>[F:3][C:4]([F:39])([O:28][C:29]1[CH:38]=[CH:37][C:32]([C:33]([OH:35])=[O:34])=[CH:31][CH:30]=1)[CH:5]([F:27])[O:6][C:7]([F:26])([F:25])[C:8]([F:24])([O:13][C:14]([F:22])([F:23])[C:15]([F:21])([F:20])[C:16]([F:18])([F:17])[F:19])[C:9]([F:12])([F:11])[F:10] |f:0.1|. Reported procedure: Water (500.0 mL) and potassium hydroxide were added to a round bottom flask equipped with a stirrer. Methyl 4-(1,1,2-trifluoro-2-(1,1,2,3,3,3-hexafluoro-2-(perfluoropropoxy)propoxy)ethoxy)benzoate (50.0 g, 0.0856 mol), as prepared in Example 11, was then added via the addition funnel and the reaction was placed in an oil bath and heated to a gentle reflux overnight. The flask was allowed to cool before acidifying with concentrated HCl, down to ph˜1.0. The precipitate was filtered and dried overn... Starting materials: [Si](C)(C)(C(C)(C)C)OC=1C=C(C(O)C2=CC=C(C(=O)N(CC)CC)C=C2)C=CC1 (4-(3-(tert-Butyldimethylsilyloxy)-α-hydroxybenzyl)-N,N-diethylbenzamide), S(=O)(Cl)Cl (thionyl chloride), C[C@@H]1NC[C@H](NC1)C (trans-2,5-dimethylpiperazine), O.[F-].C(C)[N+](CC)(CC)CC (tetraethylammonium fluoride hydrate). The product is C(C1=CC=CC=C1)(=O)N (benzamide). Reaction SMILES: [Si](OC1C=C(C=CC=1)C([C:14]1[CH:26]=[CH:25][C:17]([C:18]([N:20](CC)CC)=[O:19])=[CH:16][CH:15]=1)O)(C(C)(C)C)(C)C.S(Cl)(Cl)=O.C[C@H]1CN[C@H](C)CN1.O.[F-].C([N+](CC)(CC)CC)C>>[C:18]([NH2:20])(=[O:19])[C:17]1[CH:25]=[CH:26][CH:14]=[CH:15][CH:16]=1 |f:3.4.5|. Procedure: 4-(3-(tert-Butyldimethylsilyloxy)-α-hydroxybenzyl)-N,N-diethylbenzamide (Example 1, infra) was treated with thionyl chloride and trans-2,5-dimethylpiperazine as described in Example 5. The crude mixture of diastereomers was purified by chromatography on silica gel (Waters Prep 500) with dichloromethane:ethanol:triethylamine (100:0.25:0.1). The less mobile isomer (1.28 g, 2.5 mmol) was dissolved in acetonitrile and treated with tetraethylammonium fluoride hydrate (0.6 g, 4.0 mmol) as in Example 7... Reactants: solution, B (borane), NC[C@@H]1CC[C@H](CC1)C(=O)O (trans-4-(aminomethyl)cyclohexanecarboxylic acid), Cl (hydrochloric acid). Solvent: O1CCCC1 (tetrahydrofuran), O1CCCC1 (tetrahydrofuran). Conditions: temperature 0 celsius, time 1 hour. Product: Cl.NC[C@@H]1CC[C@H](CC1)CO (trans-4-(Aminomethyl)cyclohexanemethanol hydrochloride). The yield is 93.0%. RXN SMILES: B.[NH2:2][CH2:3][C@H:4]1[CH2:9][CH2:8][C@H:7]([C:10](O)=[O:11])[CH2:6][CH2:5]1.[ClH:13]>O1CCCC1>[ClH:13].[NH2:2][CH2:3][C@H:4]1[CH2:9][CH2:8][C@H:7]([CH2:10][OH:11])[CH2:6][CH2:5]1 |f:4.5|. Reported procedure: A 1.0 M solution of borane in tetrahydrofuran (250 mL, 260 mmol.) was added slowly dropwise to a suspension of trans-4-(aminomethyl)cyclohexanecarboxylic acid (10.0 g, 64.0 mmol.) in tetrahydrofuran (250 mL). Gas evolution was observed. The reaction mixture was heated at reflux for 14 hours. The resulting solution was cooled to 0° C. and carefully treated dropwise with 1 N methanolic hydrochloric acid (250 mL). Gas evolution was observed. The white suspension obtained was stirred for 1 hour at 2... Starting materials: C(C=C)(=O)Cl (acryloyl chloride), FC1=C(C=C(N)C=C1)[N+](=O)[O-] (4-fluoro-3-nitroaniline), C([O-])(O)=O.[Na+] (sodium bicarbonate). Solvent: O (water), O1CCCC1 (tetrahydrofuran), C(C)OC(C)=O (ethylacetate). Run at temperature 0 celsius, time 1 hour. Product: FC1=C(C=C(C=C1)NC(C=C)=O)[N+](=O)[O-] (N-(4-fluoro-3-nitro-phenyl)-acrylamide). Isolated yield 74.3%. As a reaction SMILES: [F:1][C:2]1[CH:8]=[CH:7][C:5]([NH2:6])=[CH:4][C:3]=1[N+:9]([O-:11])=[O:10].C(=O)(O)[O-].[Na+].[C:17](Cl)(=[O:20])[CH:18]=[CH2:19]>O1CCCC1.O.C(OC(=O)C)C>[F:1][C:2]1[CH:8]=[CH:7][C:5]([NH:6][C:17](=[O:20])[CH:18]=[CH2:19])=[CH:4][C:3]=1[N+:9]([O-:11])=[O:10] |f:1.2|. Reported procedure: 2 g (12.81 mmol) of 4-fluoro-3-nitroaniline and 3.2 g (38.43 mmol) of sodium bicarbonate were diluted in 20 mL of tetrahydrofuran and 5 mL of distilled water, and 1.14 mL (14.09 mmol) of acryloyl chloride was slowly added thereto at 0° C., and stirred for 1 hour. Upon the completion of the reaction, the resulting mixture was diluted with ethylacetate and washed with a saturated aqueous solution of sodium bicarbonate. The organic layer was separated, dried over anhydrous Na2SO4, and filtered and ... The reactants are C(C)(=O)O[C@@H]1[C@H](O[C@H]([C@@H]1OC(C)=O)N1C2=NC(=NC(=C2N=C1)NC1CCCC1)C#N)COC(C)=O ((2R,3R,4R,5R)-4-acetyloxy-2-(acetyloxy-methyl)-5-[2-cyano-6-(cyclopentylamino)purin-9-yl]oxolan-3-yl acetate). The reagents and catalysts are [Ni] (Raney nickel). Run in CO (methanol). Conditions: time 2 hour. Product: NCC1=NC(=C2N=CN(C2=N1)[C@@H]1O[C@@H]([C@H]([C@H]1O)O)CO)NC1CCCC1 ((4S,2R,3R,5R)-2-[2-(aminomethyl)-6-(cyclopentylamino)purin-9-yl]-5-(hydroxymethyl)oxolane-3,4-diol). RXN SMILES: C([O:4][C@H:5]1[C@@H:9]([O:10]C(=O)C)[C@H:8]([N:14]2[CH:22]=[N:21][C:20]3[C:15]2=[N:16][C:17]([C:29]#[N:30])=[N:18][C:19]=3[NH:23][CH:24]2[CH2:28][CH2:27][CH2:26][CH2:25]2)[O:7][C@@H:6]1[CH2:31][O:32]C(=O)C)(=O)C>CO.[Ni]>[NH2:30][CH2:29][C:17]1[N:16]=[C:15]2[C:20]([N:21]=[CH:22][N:14]2[C@H:8]2[C@H:9]([OH:10])[C@H:5]([OH:4])[C@@H:6]([CH2:31][OH:32])[O:7]2)=[C:19]([NH:23][CH:24]2[CH2:28][CH2:27][CH2:26][CH2:25]2)[N:18]=1. Procedure: To a solution of (2R,3R,4R,5R)-4-acetyloxy-2-(acetyloxy-methyl)-5-[2-cyano-6-(cyclopentylamino)purin-9-yl]oxolan-3-yl acetate (0.3 g) in methanol was added Raney nickel, and the mixture was stirred under hydrogen at 40 psi for 2 hours at room temperature. The catalyst was filtered off through celite, washed with methanol, and solvent removed from the filtrate under reduced pressure. The residue was crystallized from a mixture of methanol and hexane, to provide (4S,2R,3R,5R)-2-[2-(aminomethyl)-6-...